Dataset: the Open Reaction Database (ORD), a public repository of structured organic reaction records. Task: describe an organic reaction: reactants, conditions, products, and yield Starting materials: CNCC[C@@H]1CC[C@H](CC1)C(=O)O.Cl (trans-4-(2-methylamino-ethyl)-cyclohexanecarboxylic acid•HCl), CCN(C(C)C)C(C)C (Huenig's base), ClC1=NC=CC(=N1)C(F)(F)F (2-chloro-4-(trifluoromethyl)pyrimidine). Solvent: CC(=O)N(C)C (DMA). The product is CN(CC[C@@H]1CC[C@H](CC1)C(=O)O)C1=NC=CC(=N1)C(F)(F)F (trans-4-{2-[methyl-(4-trifluoromethyl-pyrimidin-2-yl)-amino]-ethyl}-cyclohexanecarboxylic acid). Yield: 112.7%. As a reaction SMILES: [CH3:1][NH:2][CH2:3][CH2:4][C@H:5]1[CH2:10][CH2:9][C@H:8]([C:11]([OH:13])=[O:12])[CH2:7][CH2:6]1.Cl.CCN(C(C)C)C(C)C.Cl[C:25]1[N:30]=[C:29]([C:31]([F:34])([F:33])[F:32])[CH:28]=[CH:27][N:26]=1>CC(N(C)C)=O>[CH3:1][N:2]([C:25]1[N:30]=[C:29]([C:31]([F:34])([F:33])[F:32])[CH:28]=[CH:27][N:26]=1)[CH2:3][CH2:4][C@H:5]1[CH2:10][CH2:9][C@H:8]([C:11]([OH:13])=[O:12])[CH2:7][CH2:6]1 |f:0.1|. Reported procedure: A solution of 0.250 g (1.13 mmol) of trans-4-(2-methylamino-ethyl)-cyclohexanecarboxylic acid•HCl, 1.04 mL (6.09 mmol, 5.3 eq) of Huenig's base and 0.412 g (2.26 mmol, 2 eq) of 2-chloro-4-(trifluoromethyl)pyrimidine in 4 mL of DMA were reacted at RT for 19 h. The solvent was evaporated and the residue partitioned between Et2O (×3)/aqueous 10% KH2PO4, dried over Na2SO4, and evaporated to yield 0.422 g (quantitative) of trans-4-{2-[methyl-(4-trifluoromethyl-pyrimidin-2-yl)-amino]-ethyl}-cyclohexan... The reactants are ClC1=CC=C(C=NO)C=C1 (4-chlorobenzaldoxime), ClN1C(CCC1=O)=O (N-chlorosuccinimide), C(=C)P(OCC)(OCC)=O (diethyl vinylphosphonate). Run in C(C)N(CC)CC (triethylamine). The product is ClC1=CC=C(C=C1)C1=NOC(C1)P(OCC)(OCC)=O (Diethyl 3-(4-chlorophenyl)-2-isoxazolin-5-ylphosphonate). Yield: 102.8%. As a reaction SMILES: [Cl:1][C:2]1[CH:10]=[CH:9][C:5]([CH:6]=[N:7][OH:8])=[CH:4][CH:3]=1.ClN1C(=O)CCC1=O.[CH:19]([P:21](=[O:28])([O:25][CH2:26][CH3:27])[O:22][CH2:23][CH3:24])=[CH2:20]>C(N(CC)CC)C>[Cl:1][C:2]1[CH:10]=[CH:9][C:5]([C:6]2[CH2:20][CH:19]([P:21](=[O:28])([O:25][CH2:26][CH3:27])[O:22][CH2:23][CH3:24])[O:8][N:7]=2)=[CH:4][CH:3]=1. Procedure details: The compound is prepared in analogy to Example 1 from 23.34 g (0.15 mol) of 4-chlorobenzaldoxime, 22 g of N-chlorosuccinimide, 27.1 g of diethyl vinylphosphonate and 22.9 ml of triethylamine, resulting in 49 g of oily product.